From a dataset of the Open Reaction Database (ORD), a public repository of structured organic reaction records. describe an organic reaction: reactants, conditions, products, and yield Starting materials: S(=O)(=O)([O-])[O-].[Na+].[Na+] (sodium sulfate), lithium aluminum tri(tert-butoxy)hydride, O1CCC(CC1)(C(=O)OC)C(=O)OC (dimethyl tetrahydro-2H-pyran-4,4-dicarboxylate). Reported procedure: Under an atmosphere of argon, to a solution of lithium aluminum tri(tert-butoxy)hydride (1.93 g) in tetrahydrofuran (15 mL) was added a solution of dimethyl tetrahydro-2H-pyran-4,4-dicarboxylate (606 mg) in tetrahydrofuran (5 mL) and the mixture was stirred at room temperature for an hour. To the reaction mixture was added an an aqueous saturated sodium sulfate solution till being cloudy. An insoluble matter was filtered and the filtrate was concentrated. The obtained residue was purified by col... The solvent is O1CCCC1 (tetrahydrofuran), O1CCCC1 (tetrahydrofuran). As a reaction SMILES: [O:1]1[CH2:6][CH2:5][C:4]([C:11](OC)=[O:12])([C:7]([O:9][CH3:10])=[O:8])[CH2:3][CH2:2]1.S([O-])([O-])(=O)=O.[Na+].[Na+]>O1CCCC1>[OH:12][CH2:11][C:4]1([C:7]([O:9][CH3:10])=[O:8])[CH2:5][CH2:6][O:1][CH2:2][CH2:3]1 |f:1.2.3|. The product is OCC1(CCOCC1)C(=O)OC (Methyl 4-(hydroxymethyl)tetrahydro-2H-pyran-4-carboxylate). Starting materials: CC1=CC(=C(C(=S)N)C=C1)[N+](=O)[O-] (4-Methyl-2-nitro-thiobenzamide), BrC(C=O)CC (2-Bromo-butyraldehyde). Product: C(C)C1=CN=C(S1)C1=C(C=C(C=C1)C)[N+](=O)[O-] (5-Ethyl-2-(4-methyl-2-nitro-phenyl)-thiazole). Yield: 61.0%. RXN SMILES: [CH3:1][C:2]1[CH:10]=[CH:9][C:5]([C:6]([NH2:8])=[S:7])=[C:4]([N+:11]([O-:13])=[O:12])[CH:3]=1.Br[CH:15]([CH2:18][CH3:19])[CH:16]=O>>[CH2:18]([C:15]1[S:7][C:6]([C:5]2[CH:9]=[CH:10][C:2]([CH3:1])=[CH:3][C:4]=2[N+:11]([O-:13])=[O:12])=[N:8][CH:16]=1)[CH3:19]. Procedure: The procedure described in Example 15-1 was followed, except that 4-methyl-2-nitro-thiobenzamide (56) was used instead of 4-trifluoromethyl-2-nitro-thiobenzamide, and 2-bromo-butyraldehyde (54) was used instead of 1-bromo-3-methyl-butan-2-one, which gave the title compound (60 mg, 61%). LC/MS: (Method I): tR=1.52 min, >95%, m/z (ESI+)=249 (MH+). Reactants: FC=1C=NC=CC1CCCNN1C=C(C2=CC(=CC=C12)OCC1=CC=CC=C1)C (1-[(3-fluoro-4-pyridinyl)propylamino]-3-methyl-5-(phenylmethoxy)-1H-indole). The reagents and catalysts are [Pd] (Pd-C). The solvent is C(C)O (ethanol). The product is FC=1C=NC=CC1CCCNN1C=C(C2=CC(=CC=C12)O)C (1-[(3-Fluoro-4-pyridinyl)propylamino]-3-methyl-1H-indol-5-ol). Yield: 41.1%. RXN SMILES: [F:1][C:2]1[CH:3]=[N:4][CH:5]=[CH:6][C:7]=1[CH2:8][CH2:9][CH2:10][NH:11][N:12]1[C:20]2[C:15](=[CH:16][C:17]([O:21]CC3C=CC=CC=3)=[CH:18][CH:19]=2)[C:14]([CH3:29])=[CH:13]1>C(O)C.[Pd]>[F:1][C:2]1[CH:3]=[N:4][CH:5]=[CH:6][C:7]=1[CH2:8][CH2:9][CH2:10][NH:11][N:12]1[C:20]2[C:15](=[CH:16][C:17]([OH:21])=[CH:18][CH:19]=2)[C:14]([CH3:29])=[CH:13]1. Procedure details: The benzyl group of 1-[(3-fluoro-4-pyridinyl)propylamino]-3-methyl-5-(phenylmethoxy)-1H-indole (15.82 g) was cleaved in a Parr hydrogenation apparatus in absolute ethanol (200 ml) over 10% Pd-C (1.58 g) at 50 psig and 50° C. for 7.5 hours. The catalyst was removed by filtration through a pad of celite and the solids washed with absolute ethanol. The combined filtrate was concentrated and the product purified via preparative HPLC (silica gel, 3:1 dichloromethane/EtOAc) affording 5.0 g of the desi... The reactants are CC[SiH](CC)CC, CC#N, O=Cc1ccc(C(F)(F)F)cc1, Nc1ccc(Br)cn1, O=C(O)C(F)(F)F. The product is FC(F)(F)c1ccc(CNc2ccc(Br)cn2)cc1. RXN SMILES: [CH2:28]([SiH:29]([CH2:30][CH3:31])[CH2:32][CH3:33])[CH3:34].[CH3:35][C:36]#[N:37].[F:9][C:10]([c:11]1[cH:12][cH:13][c:14]([CH:15]=[O:16])[cH:17][cH:18]1)([F:19])[F:20].[NH2:1][c:2]1[n:3][cH:4][c:5]([Br:8])[cH:6][cH:7]1.[OH:21][C:22]([C:23]([F:24])([F:25])[F:26])=[O:27]>>[NH:1]([c:2]1[n:3][cH:4][c:5]([Br:8])[cH:6][cH:7]1)[CH2:15][c:14]1[cH:13][cH:12][c:11]([C:10]([F:9])([F:19])[F:20])[cH:18][cH:17]1. The reactants are CC(C)(C)P(c1ccccc1-c1ccccc1)C(C)(C)C, CN1CCN(c2cccc(Cl)n2)CC1, C1COCCO1, O=C(C=Cc1ccccc1)C=Cc1ccccc1, O=C(C=Cc1ccccc1)C=Cc1ccccc1, O=C(C=Cc1ccccc1)C=Cc1ccccc1, [Pd], [Pd], CCCC[Sn](CCCC)(CCCC)c1cccs1. The product is CN1CCN(c2cccc(-c3cccs3)n2)CC1. Reaction SMILES: [C:15]([P:16]([C:17]([CH3:18])([CH3:19])[CH3:20])[c:21]1[cH:22][cH:23][cH:24][cH:25][c:26]1-[c:27]1[cH:28][cH:29][cH:30][cH:31][cH:32]1)([CH3:33])([CH3:34])[CH3:35].[Cl:1][c:2]1[cH:3][cH:4][cH:5][c:6]([N:8]2[CH2:9][CH2:10][N:11]([CH3:14])[CH2:12][CH2:13]2)[n:7]1.[O:110]1[CH2:111][CH2:112][O:113][CH2:114][CH2:115]1.[O:56]=[C:57]([CH:58]=[CH:59][c:60]1[cH:61][cH:62][cH:63][cH:64][cH:65]1)[CH:66]=[CH:67][c:68]1[cH:69][cH:70][cH:71][cH:72][cH:73]1.[O:74]=[C:75]([CH:76]=[CH:77][c:78]1[cH:79][cH:80][cH:81][cH:82][cH:83]1)[CH:84]=[CH:85][c:86]1[cH:87][cH:88][cH:89][cH:90][cH:91]1.[O:92]=[C:93]([CH:94]=[CH:95][c:96]1[cH:97][cH:98][cH:99][cH:100][cH:101]1)[CH:102]=[CH:103][c:104]1[cH:105][cH:106][cH:107][cH:108][cH:109]1.[Pd:54].[Pd:55].[s:36]1[c:37]([Sn:41]([CH2:42][CH2:43][CH2:44][CH3:45])([CH2:46][CH2:47][CH2:48][CH3:49])[CH2:50][CH2:51][CH2:52][CH3:53])[cH:38][cH:39][cH:40]1>>[c:2]1(-[c:37]2[s:36][cH:40][cH:39][cH:38]2)[cH:3][cH:4][cH:5][c:6]([N:8]2[CH2:9][CH2:10][N:11]([CH3:14])[CH2:12][CH2:13]2)[n:7]1.